Dataset: the Open Reaction Database (ORD), a public repository of structured organic reaction records. Task: describe an organic reaction: reactants, conditions, products, and yield Reactants: [OH-].[K+] (KOH), C(C)OC(C(C(=O)OCC)NC(C)=O)=O (2-acetylamino-malonic acid diethyl ester), BrC=1C=C(CCl)C=CC1Cl (3-bromo-4-chlorobenzyl chloride), CC[O-].[Na+] (NaOEt), [OH-].[K+] (KOH), Cl (HCl), C(C)OC(C(C(=O)OCC)NC(C)=O)=O (2-acetylamino-malonic acid diethyl ester), CC[O-].[Na+] (NaOEt). Solvent: O (water), O (water), CCO (EtOH), O (water), O (water). Reaction conditions: time 4 day. Yields the product BrC=1C=C(C[C@H](N)C(=O)O)C=CC1Cl (3-Bromo-4-chloro-L-phenylalanine). Yield: 39.3%. Reaction SMILES: C(O[C:4](=O)[CH:5]([NH:11]C(=O)C)[C:6]([O:8]CC)=[O:7])C.[Br:16][C:17]1[CH:18]=[C:19]([CH:22]=[CH:23][C:24]=1[Cl:25])CCl.CC[O-].[Na+].[OH-].[K+].Cl>CCO.O>[Br:16][C:17]1[CH:18]=[C:19]([CH:22]=[CH:23][C:24]=1[Cl:25])[CH2:4][C@@H:5]([C:6]([OH:8])=[O:7])[NH2:11] |f:2.3,4.5|. Procedure details: To a solution of 2-acetylamino-malonic acid diethyl ester (15.1 g, 70 mmol) and 3-bromo-4-chlorobenzyl chloride (16.7 g, 70 mmol) in EtOH (110 mL) was added a solution of NaOEt (20% in EtOH, 28.7 mL, 73 mmol). The mixture was heated at reflux for 3 h in a flask fitted with a reflux condenser, then was treated with additional 2-acetylamino-malonic acid diethyl ester (3.0 g, 14 mmol) and NaOEt (20% in EtOH, 2.0 mL, 5.1 mmol). The mixture was heated at reflux for an additional 3 h. The mixture was ... The reactants are O (Water), C(C)(C)(C)OC(=O)N1CCC(CC1)CC=O (4-(2-oxoethyl)piperidine-1-carboxylic acid tert-butyl ester), CC(C)([O-])C.[K+] (Potassium tert-butoxide), C(C)OP(OCC)(=O)CC1=CC=C(C=C1)C(F)(F)F (4-(trifluoromethyl)benzylphosphonic acid diethyl ester). Solvent: O1CCCC1 (tetrahydrofuran), O1CCCC1 (tetrahydrofuran). Reaction conditions: temperature 0 celsius, time 30 minute. Yields the product C(C)(C)(C)OC(=O)N1CCC(CC1)C\C=C\C1=CC=C(C=C1)C(F)(F)F (4-[(E)-3-(4-trifluoromethylphenyl)allyl]piperidine-1-carboxylic acid tert-butyl ester). Isolated yield 46.6%. RXN SMILES: CC(C)([O-])C.[K+].C(OP([CH2:15][C:16]1[CH:21]=[CH:20][C:19]([C:22]([F:25])([F:24])[F:23])=[CH:18][CH:17]=1)(=O)OCC)C.[C:26]([O:30][C:31]([N:33]1[CH2:38][CH2:37][CH:36]([CH2:39][CH:40]=O)[CH2:35][CH2:34]1)=[O:32])([CH3:29])([CH3:28])[CH3:27].O>O1CCCC1>[C:26]([O:30][C:31]([N:33]1[CH2:38][CH2:37][CH:36]([CH2:39]/[CH:40]=[CH:15]/[C:16]2[CH:17]=[CH:18][C:19]([C:22]([F:23])([F:24])[F:25])=[CH:20][CH:21]=2)[CH2:35][CH2:34]1)=[O:32])([CH3:29])([CH3:28])[CH3:27] |f:0.1|. Reported procedure: Potassium tert-butoxide (5.78 g, 50.0 mmol) was added to a solution of 4-(trifluoromethyl)benzylphosphonic acid diethyl ester (14.8 g, 50.0 mmol) in tetrahydrofuran solution (40 ml) under ice cooling, and the mixture was stirred at the same temperature for 30 minutes. Subsequently, a tetrahydrofuran solution (10 ml) of 4-(2-oxoethyl)piperidine-1-carboxylic acid tert-butyl ester (11.4 g, 50.0 mmol) was added thereto dropwise at 0° C., warmed to room temperature, and then stirred overnight. Water ... Reactants: C(C1=CC=CC=C1)OC1=C(C=C(C=C1Cl)C1=CSC=2NC(C(=C(C21)O)C#N)=O)Cl (3-(4-benzyloxy-3,5-dichloro-phenyl)-4-hydroxy-6-oxo-6,7-dihydro-thieno[2,3-b]pyridine-5-carbonitrile). Solvent: Br.CC(=O)O (HBr AcOH). Run at temperature 70 celsius, time 40 minute. Yields the product ClC=1C=C(C=C(C1O)Cl)C1=CSC=2NC(C(=C(C21)O)C#N)=O (3-(3,5-dichloro-4-hydroxy-phenyl)-4-hydroxy-6-oxo-6,7-dihydro-thieno[2,3-b]pyridine-5-carbonitrile). The yield is 64.1%. As a reaction SMILES: C([O:8][C:9]1[C:14]([Cl:15])=[CH:13][C:12]([C:16]2[C:24]3[C:23]([OH:25])=[C:22]([C:26]#[N:27])[C:21](=[O:28])[NH:20][C:19]=3[S:18][CH:17]=2)=[CH:11][C:10]=1[Cl:29])C1C=CC=CC=1>Br.CC(O)=O>[Cl:29][C:10]1[CH:11]=[C:12]([C:16]2[C:24]3[C:23]([OH:25])=[C:22]([C:26]#[N:27])[C:21](=[O:28])[NH:20][C:19]=3[S:18][CH:17]=2)[CH:13]=[C:14]([Cl:15])[C:9]=1[OH:8] |f:1.2|. Procedure details: The 3-(4-benzyloxy-3,5-dichloro-phenyl)-4-hydroxy-6-oxo-6,7-dihydro-thieno[2,3-b]pyridine-5-carbonitrile (125 mg, 0.281 mmol) was dissolved in 30% HBr/AcOH (1.3 mL) and sealed in a reaction tube with stirring for 40 minutes at 70° C. The reaction is cooled to room temperature and concentrated in vacuo. The resulting solid is washed with Et2O and filtered, then placed under high vacuum for 2 hours. The solid is taken up in NH4OH (2 mL) and stirred at room temperature for 1 hour. The reaction mix ... The reactants are [N+](=O)([O-])C1=CC=C(C=C1)OC(\C=C\C=C(C1=CC=C(C=C1)OC)C1=CC=C(C=C1)OC)=O ((E)-5,5-bis(4-methoxyphenyl)-2,4-pentadienoic acid 4-nitrophenyl ester), N1=CC(=CC=C1)CCCC(CCCC=1C=NC=CC1)N (alpha-[3-(3-pyridinyl)propyl]-3-pyridinebutanamine). The solvent is O1CCCC1 (tetrahydrofuran). Product: COC1=CC=C(C=C1)C(=C/C=C/C(=O)NC(CCCC=1C=NC=CC1)CCCC=1C=NC=CC1)C1=CC=C(C=C1)OC ((E)-5,5-bis(4-methoxyphenyl)-N-[1-[3-(3-pyridinyl)propyl]-4-(3-pyridinyl)butyl]-2,4-pentadienamide). Isolated yield 77.3%. As a reaction SMILES: [N+](C1C=CC([O:10][C:11](=O)/[CH:12]=[CH:13]/[CH:14]=[C:15]([C:24]2[CH:29]=[CH:28][C:27]([O:30][CH3:31])=[CH:26][CH:25]=2)[C:16]2[CH:21]=[CH:20][C:19]([O:22][CH3:23])=[CH:18][CH:17]=2)=CC=1)([O-])=O.[N:33]1[CH:38]=[CH:37][CH:36]=[C:35]([CH2:39][CH2:40][CH2:41][CH:42]([NH2:52])[CH2:43][CH2:44][CH2:45][C:46]2[CH:47]=[N:48][CH:49]=[CH:50][CH:51]=2)[CH:34]=1>O1CCCC1>[CH3:31][O:30][C:27]1[CH:28]=[CH:29][C:24]([C:15]([C:16]2[CH:21]=[CH:20][C:19]([O:22][CH3:23])=[CH:18][CH:17]=2)=[CH:14]/[CH:13]=[CH:12]/[C:11]([NH:52][CH:42]([CH2:41][CH2:40][CH2:39][C:35]2[CH:34]=[N:33][CH:38]=[CH:37][CH:36]=2)[CH2:43][CH2:44][CH2:45][C:46]2[CH:47]=[N:48][CH:49]=[CH:50][CH:51]=2)=[O:10])=[CH:25][CH:26]=1. Procedure details: As before in Example 134, a solution of (E)-5,5-bis(4-methoxyphenyl)-2,4-pentadienoic acid 4-nitrophenyl ester (1.94 g) and alpha-[3-(3-pyridinyl)propyl]-3-pyridinebutanamine (1.21 g) in tetrahydrofuran (25 mL) was stirred for 20 hours at 50° C. and then was worked up in the normal manner. The crude was purified by HPLC (ethyl acetate-triethylamine; 19:1) and was then lyophilized from benzene to give 1.95 g of (E)-5,5-bis(4-methoxyphenyl)-N-[1-[3-(3-pyridinyl)propyl]-4-(3-pyridinyl)butyl]-2,4-pe... The reactants are FC(C(=O)C1=CC=CC=C1)F (2,2-difluoro-1-phenylethanone), [Li+].C[Si](C)(C)[N-][Si](C)(C)C (LiHMDS), [OH-].[Na+] (NaOH), sodium sulfate, HCl, CO (MeOH), BH3-DMS. Solvent: C1(=CC=CC=C1)C (toluene). Run at temperature 0 celsius, time 30 minute. The product is FC(C(N)C1=CC=CC=C1)F (2,2-difluoro-1-phenylethanamine). The yield is 21.0%. RXN SMILES: [F:1][CH:2]([F:11])[C:3]([C:5]1[CH:10]=[CH:9][CH:8]=[CH:7][CH:6]=1)=O.[Li+].C[Si]([N-:17][Si](C)(C)C)(C)C.[OH-].[Na+].CO>C1(C)C=CC=CC=1>[F:1][CH:2]([F:11])[CH:3]([C:5]1[CH:10]=[CH:9][CH:8]=[CH:7][CH:6]=1)[NH2:17] |f:1.2,3.4|. Procedure: To a solution of 2,2-difluoro-1-phenylethanone (1 g, 6.4 mmol) in toluene (32 mL) at room temperature was added LiHMDS (1M in THF) (7.05 mL, 7.05 mmol). The reaction mixture was stirred for 30 min, followed by addition of BH3-DMS (1.216 mL, 12.81 mmol). The reaction mixture was stirred for 1 h. After cooling at 0° C., aqueous 2 N NaOH solution was carefully added over 5 min (Caution! gas evolution). The reaction was stirred for 1 h. The layer was separated and washed with water and brine. After ... The reactants are Cl.C(C)N(CCCl)CC (2-diethylaminoethylchloride hydrochloride), CC1(OC2=CC(=CC=C2C(=C1)C1=CC2=CC=CC=C2C=C1)O)C (2,2-dimethyl-4-(2-naphthyl)-2H-chromen-7-ol), ( c ). Yields the product C(C)N(CCOC1=CC=C2C(=CC(OC2=C1)(C)C)C1=CC2=CC=CC=C2C=C1)CC (7-(2-Diethylaminoethoxy)-2,2-dimethyl-4-(2-naphthyl)-2H-chromene). Yield: 49.0%. RXN SMILES: Cl.[CH2:2]([N:4]([CH2:8][CH3:9])[CH2:5][CH2:6]Cl)[CH3:3].[CH3:10][C:11]1([CH3:32])[CH:20]=[C:19]([C:21]2[CH:30]=[CH:29][C:28]3[C:23](=[CH:24][CH:25]=[CH:26][CH:27]=3)[CH:22]=2)[C:18]2[C:13](=[CH:14][C:15]([OH:31])=[CH:16][CH:17]=2)[O:12]1>>[CH2:2]([N:4]([CH2:8][CH3:9])[CH2:5][CH2:6][O:31][C:15]1[CH:14]=[C:13]2[C:18]([C:19]([C:21]3[CH:30]=[CH:29][C:28]4[C:23](=[CH:24][CH:25]=[CH:26][CH:27]=4)[CH:22]=3)=[CH:20][C:11]([CH3:32])([CH3:10])[O:12]2)=[CH:17][CH:16]=1)[CH3:3] |f:0.1|. Procedure: Reaction of 2-diethylaminoethylchloride hydrochloride with 2,2-dimethyl-4-(2-naphthyl)-2H-chromen-7-ol by an analogous method to that described in Preparation 18 (c) gave the title compound as a colourless oil in 49% yield. Starting materials: O=C([O-])[O-], CCc1cn(N)c2ccc(OC(F)(F)F)cc12, Cc1nc(-c2ncccn2)ncc1C(=O)O, [Na+], [Na+], CN(C)C=O. Yields the product CCc1cn(NC(=O)c2cnc(-c3ncccn3)nc2C)c2ccc(OC(F)(F)F)cc12. As a reaction SMILES: [C:39](=[O:40])([O-:41])[O-:42].[CH2:17]([CH3:18])[c:19]1[cH:20][n:21]([NH2:33])[c:22]2[cH:23][cH:24][c:25]([O:28][C:29]([F:30])([F:31])[F:32])[cH:26][c:27]12.[CH3:1][c:2]1[n:3][c:4](-[c:11]2[n:12][cH:13][cH:14][cH:15][n:16]2)[n:5][cH:6][c:7]1[C:8](=[O:9])[OH:10].[Na+:43].[Na+:44].[O:34]=[CH:35][N:36]([CH3:37])[CH3:38]>>[CH3:1][c:2]1[n:3][c:4](-[c:11]2[n:12][cH:13][cH:14][cH:15][n:16]2)[n:5][cH:6][c:7]1[C:8](=[O:10])[NH:33][n:21]1[cH:20][c:19]([CH2:17][CH3:18])[c:27]2[c:22]1[cH:23][cH:24][c:25]([O:28][C:29]([F:30])([F:31])[F:32])[cH:26]2.